From a dataset of the Open Reaction Database (ORD), a public repository of structured organic reaction records. describe an organic reaction: reactants, conditions, products, and yield Starting materials: BrC=1C=CC2=C(N=C(O2)C2CCN(CC2)C(=O)OC(C)C)C1 (Isopropyl 4-(5-bromobenzo[d]oxazol-2-yl)piperidine-1-carboxylate), FC=1C=C(C=CC1C(NC(C)C)=O)B(O)O (3-fluoro-4-(isopropylcarbamoyl)phenylboronic acid). Product: FC=1C=C(C=CC1C(NC(C)C)=O)C=1C=CC2=C(N=C(O2)C2CCN(CC2)C(=O)OC(C)C)C1 (Isopropyl 4-{5-[3-fluoro-4-(isopropylcarbamoyl)phenyl]benzo[d]oxazol-2-yl}piperidine-1-carboxylate). Isolated yield 17.8%. As a reaction SMILES: Br[C:2]1[CH:3]=[CH:4][C:5]2[O:9][C:8]([CH:10]3[CH2:15][CH2:14][N:13]([C:16]([O:18][CH:19]([CH3:21])[CH3:20])=[O:17])[CH2:12][CH2:11]3)=[N:7][C:6]=2[CH:22]=1.[F:23][C:24]1[CH:25]=[C:26](B(O)O)[CH:27]=[CH:28][C:29]=1[C:30](=[O:35])[NH:31][CH:32]([CH3:34])[CH3:33]>>[F:23][C:24]1[CH:25]=[C:26]([C:2]2[CH:3]=[CH:4][C:5]3[O:9][C:8]([CH:10]4[CH2:15][CH2:14][N:13]([C:16]([O:18][CH:19]([CH3:21])[CH3:20])=[O:17])[CH2:12][CH2:11]4)=[N:7][C:6]=3[CH:22]=2)[CH:27]=[CH:28][C:29]=1[C:30](=[O:35])[NH:31][CH:32]([CH3:33])[CH3:34]. Reported procedure: Following the General Procedure-3, the titled compound (45 mg) was prepared from Intermediate 13 (200 mg, 0.54 mmol) and 3-fluoro-4-(isopropylcarbamoyl)phenylboronic acid (120 mg, 0.54 mmol) as a grey solid. M.P.: 147-150° C. MS (m/z): 468.4 [M+H]+. The reactants are C(CCCCCCC\C=C/CCCCCCCC)(=O)OC (methyl oleoate), C(C)(C)[N-]C1CCCCC1.[Li+] (lithium isopropyl cyclohexyl amide), Cl (hydrochloric acid), CI (Methyl iodide). Run in O1CCCC1 (tetrahydrofuran), O1CCCC1 (tetrahydrofuran). Yields the product CC(C(=O)OC)CCCCCC\C=C/CCCCCCCC (methyl 2-methyloleoate). As a reaction SMILES: [C:1]([O:20][CH3:21])(=[O:19])[CH2:2][CH2:3][CH2:4][CH2:5][CH2:6][CH2:7][CH2:8]/[CH:9]=[CH:10]\[CH2:11][CH2:12][CH2:13][CH2:14][CH2:15][CH2:16][CH2:17][CH3:18].[CH:22]([N-]C1CCCCC1)(C)C.[Li+].CI.Cl>O1CCCC1>[CH3:22][CH:2]([CH2:3][CH2:4][CH2:5][CH2:6][CH2:7][CH2:8]/[CH:9]=[CH:10]\[CH2:11][CH2:12][CH2:13][CH2:14][CH2:15][CH2:16][CH2:17][CH3:18])[C:1]([O:20][CH3:21])=[O:19] |f:1.2|. Procedure details: A solution of methyl oleoate (0.054 mole) in tetrahydrofuran (100 ml) was added dropwise to a freshly prepared cold solution of lithium isopropyl cyclohexyl amide (1.2 eq.) in tetrahydrofuran (400 ml) over 4.75 hrs. Methyl iodide (1.5 eq.) was added dropwise rapidly and the reaction was allowed to come to room temperature. The reaction was stripped of solvent to give an orange oil. The material was added to 1N hydrochloric acid (100 ml) and extracted into ethyl ether. The ethyl ether was washed ... Reactants: C(C)(=O)N1CC2=C(CC1)C(=C(S2)C)CCBr (6-acety-3-(2-bromoethyl)-4,5,6,7-tetrahydro-2-methylthieno[2,3-c]pyridine), Cl.FC1=CC=C2C(=NNC2=C1)C1CCNCC1 (4-(6-fluoro-1H-indazol-3-yl)piperidine hydrochloride), C([O-])([O-])=O.[K+].[K+] (potassium carbonate), [I-].[K+] (potassium iodide). Run in CN(C=O)C (dimethylformamide), C1(=CC=CC=C1)C (toluene). Conditions: temperature 90 celsius, time 22 hour. Product: O.FC1=CC=C2C(=NNC2=C1)C1CCN(CC1)CCC1=C(SC=2CNCCC21)C (2-(4-(6-fluoro-1H-indazol-3-yl)piperidin-1-yl)ethyl-4,5,6,7-tetrahydro-2-methylthieno[2,3-c]pyridine monohydrate). As a reaction SMILES: C([N:4]1[CH2:9][CH2:8][C:7]2[C:10]([CH2:14][CH2:15]Br)=[C:11]([CH3:13])[S:12][C:6]=2[CH2:5]1)(=[O:3])C.Cl.[F:18][C:19]1[CH:27]=[C:26]2[C:22]([C:23]([CH:28]3[CH2:33][CH2:32][NH:31][CH2:30][CH2:29]3)=[N:24][NH:25]2)=[CH:21][CH:20]=1.C(=O)([O-])[O-].[K+].[K+].[I-].[K+]>CN(C)C=O.C1(C)C=CC=CC=1>[OH2:3].[F:18][C:19]1[CH:27]=[C:26]2[C:22]([C:23]([CH:28]3[CH2:33][CH2:32][N:31]([CH2:15][CH2:14][C:10]4[C:7]5[CH2:8][CH2:9][NH:4][CH2:5][C:6]=5[S:12][C:11]=4[CH3:13])[CH2:30][CH2:29]3)=[N:24][NH:25]2)=[CH:21][CH:20]=1 |f:1.2,3.4.5,6.7,10.11|. Procedure details: A mixture of 514 mg of 6-acety-3-(2-bromoethyl)-4,5,6,7-tetrahydro-2-methylthieno[2,3-c]pyridine, 511 mg of 4-(6-fluoro-1H-indazol-3-yl)piperidine hydrochloride, 690 mg of potassium carbonate and 365 mg of potassium iodide in 10 ml of dimethylformamide and 10 ml of toluene was stirred at 90° C. for 22 hours and concentrated in vacuo. To the residue were added ethyl acetate and water, and separated. The ethyl acetate layer was washed with water, dried over magnesium sulfate and concentrated in va... Reactants: CC(C)(C)N(CC1CCN(CC2(O)CCOCC2)CC1)C(=O)[O-], CO, Cl, C1COCCO1. The product is NCC1CCN(CC2(O)CCOCC2)CC1. RXN SMILES: [C:1]([N:5]([C:2](=[O:3])[O-:4])[CH2:9][CH:10]1[CH2:11][CH2:12][N:13]([CH2:16][C:17]2([OH:23])[CH2:18][CH2:19][O:20][CH2:21][CH2:22]2)[CH2:14][CH2:15]1)([CH3:6])([CH3:7])[CH3:8].[CH3:31][OH:32].[ClH:24].[O:25]1[CH2:26][CH2:27][O:28][CH2:29][CH2:30]1>>[NH2:5][CH2:9][CH:10]1[CH2:11][CH2:12][N:13]([CH2:16][C:17]2([OH:23])[CH2:18][CH2:19][O:20][CH2:21][CH2:22]2)[CH2:14][CH2:15]1.